This data is from the Open Reaction Database (ORD), a public repository of structured organic reaction records. The task is: describe an organic reaction: reactants, conditions, products, and yield Yields the product COc1ccc(-c2nn(Cc3ccc(OCc4nc(-c5ccccc5)oc4C)cc3)cc2CCC(=O)O)cc1. RXN SMILES: [CH3:1][O:2][c:3]1[cH:4][cH:5][c:6](-[c:9]2[n:10][n:11]([CH2:21][c:22]3[cH:23][cH:24][c:25]([O:28][CH2:29][c:30]4[n:31][c:32](-[c:36]5[cH:37][cH:38][cH:39][cH:40][cH:41]5)[o:33][c:34]4[CH3:35])[cH:26][cH:27]3)[cH:12][c:13]2[CH2:14][CH2:15][C:16](=[O:17])[O:18][CH2:19][CH3:20])[cH:7][cH:8]1.[CH3:44][CH2:45][OH:46].[ClH:47].[Na+:43].[O:48]1[CH2:49][CH2:50][CH2:51][CH2:52]1.[OH-:42]>>[CH3:1][O:2][c:3]1[cH:4][cH:5][c:6](-[c:9]2[n:10][n:11]([CH2:21][c:22]3[cH:23][cH:24][c:25]([O:28][CH2:29][c:30]4[n:31][c:32](-[c:36]5[cH:37][cH:38][cH:39][cH:40][cH:41]5)[o:33][c:34]4[CH3:35])[cH:26][cH:27]3)[cH:12][c:13]2[CH2:14][CH2:15][C:16](=[O:17])[OH:18])[cH:7][cH:8]1. Reactants: CCOC(=O)CCc1cn(Cc2ccc(OCc3nc(-c4ccccc4)oc3C)cc2)nc1-c1ccc(OC)cc1, CCO, Cl, [Na+], C1CCOC1, [OH-]. Reactants: C1=CC=CC=2C3=CC=CC=C3C3=CC=CC=C3C12 (triphenylene), BrBr (bromine). Solvent: P(=O)(OC)(OC)OC (trim ethyl phosphate), P(=O)(OC)(OC)OC (trim ethyl phosphate). Reaction conditions: temperature 80 celsius. The product is BrC1=CC=2C3=CC=CC=C3C3=CC=CC=C3C2C=C1 (2-bromotriphenylene). The yield is 69.8%. As a reaction SMILES: [CH:1]1[C:18]2[C:17]3[C:12](=[CH:13][CH:14]=[CH:15][CH:16]=3)[C:11]3[C:6](=[CH:7][CH:8]=[CH:9][CH:10]=3)[C:5]=2[CH:4]=[CH:3][CH:2]=1.[Br:19]Br>P(OC)(OC)(OC)=O>[Br:19][C:2]1[CH:3]=[CH:4][C:5]2[C:6]3[C:11](=[CH:10][CH:9]=[CH:8][CH:7]=3)[C:12]3[C:17](=[CH:16][CH:15]=[CH:14][CH:13]=3)[C:18]=2[CH:1]=1. Procedure details: 3.2 g (14 mmol) of triphenylene was dissolved in 60 mL of trim ethyl phosphate. To the suspension was added 2.23 g (14 mmol) of bromine in 10 mL of trim ethyl phosphate at room temperature under N2. The mixture was then heated up to 80° C. The reaction was monitored by HPLC. The reaction was quenched by pouring into ice water, then extracted with dichloromethane and washed with saturated sodium bisulfate solution. After drying with magnesium sulfate, the solvent was evaporated. The crude product... Starting materials: C(C1=CC=CC=C1)N1CC(C(C1)O)NCCO (1-benzyl-4-hydroxy-3-(2-hydroxyethylamino)-pyrrolidine), [OH-].[Na+] (sodium hydroxide). Run in S(O)(O)(=O)=O (sulphuric acid), O (water). Product: C(C1=CC=CC=C1)N1CC2NCCOC2C1 (8-Benzyl-2-oxa-5,8-diazabicyclo[4.3.0]nonane). RXN SMILES: [CH2:1]([N:8]1[CH2:12][CH:11](O)[CH:10]([NH:14][CH2:15][CH2:16][OH:17])[CH2:9]1)[C:2]1[CH:7]=[CH:6][CH:5]=[CH:4][CH:3]=1.[OH-].[Na+]>S(=O)(=O)(O)O.O>[CH2:1]([N:8]1[CH2:12][CH:11]2[CH:10]([NH:14][CH2:15][CH2:16][O:17]2)[CH2:9]1)[C:2]1[CH:3]=[CH:4][CH:5]=[CH:6][CH:7]=1 |f:1.2|. Procedure details: 15.6 g (66mmol) of 1-benzyl-4-hydroxy-3-(2-hydroxyethylamino)-pyrrolidine are heated under reflux in a mixture of 60 ml of concentrated sulphuric acid and 20 ml of water for 6 hours. The mixture is rendered alkaline with concentrated sodium hydroxide solution, the sodium sulphate which has precipitated is filtered off with suction and the filtrate is extracted with chloroform. The extract is dried over potassium carbonate and concentrated and the residue is distilled. The reactants are BrC1=CC(=C(C(=C1)C)C=1C=C(N2C1N=C(C=C2S(=O)C)C)C(=O)N)C (8-(4-bromo-2,6-dimethyl-phenyl)-4-methanesulfinyl-2-methyl-pyrrolo[1,2-a]pyrimidine-6-carboxylic acid amide), C(CC)NCCC (N,N-dipropylamine), C(O)([O-])=O.[Na+] (sodium hydrogencarbonate). Run in C(C)O (ethanol). Product: BrC1=CC(=C(C(=C1)C)C=1C=C(N2C1N=C(C=C2N(CCC)CCC)C)C(=O)N)C (8-(4-bromo-2,6-dimethyl-phenyl)-2-methyl-4-(N,N-dipropylamino)-pyrrolo[1,2-a]pyrimidine-6-carboxylic acid amide). The yield is 45.9%. RXN SMILES: [Br:1][C:2]1[CH:7]=[C:6]([CH3:8])[C:5]([C:9]2[CH:10]=[C:11]([C:22]([NH2:24])=[O:23])[N:12]3[C:17](S(C)=O)=[CH:16][C:15]([CH3:21])=[N:14][C:13]=23)=[C:4]([CH3:25])[CH:3]=1.[CH2:26]([NH:29][CH2:30][CH2:31][CH3:32])[CH2:27][CH3:28].C(=O)([O-])O.[Na+]>C(O)C>[Br:1][C:2]1[CH:7]=[C:6]([CH3:8])[C:5]([C:9]2[CH:10]=[C:11]([C:22]([NH2:24])=[O:23])[N:12]3[C:17]([N:29]([CH2:30][CH2:31][CH3:32])[CH2:26][CH2:27][CH3:28])=[CH:16][C:15]([CH3:21])=[N:14][C:13]=23)=[C:4]([CH3:25])[CH:3]=1 |f:2.3|. Procedure: A mixture of 8-(4-bromo-2,6-dimethyl-phenyl)-4-methanesulfinyl-2-methyl-pyrrolo[1,2-a]pyrimidine-6-carboxylic acid amide (100 mg), N,N-dipropylamine (48 mg) in ethanol (1 mL) was heated at reflux for 1 h. The reaction mixture was cooled to room temperature, poured into a saturated aqueous sodium hydrogencarbonate, and then extracted with ethyl acetate. The organic layer was washed with brine, dried over anhydrous sodium sulfate and filtered. The filtrate was concentrated under reduced pressure a... Reactants: Cl[Si](C)(C)C (chlorotrimethylsilane), BrCC(=O)OCC (Ethyl bromoacetate), CC1=C(C=O)C(=CC(=C1)OC1=CC=CC=C1)B1OC(C(O1)(C)C)(C)C (2-Methyl-4-phenoxy-6-(4,4,5,5-tetramethyl-[1,3,2]dioxaborolan-2-yl)-benzaldehyde). Reagents/catalysts: [Zn] (zinc). The solvent is C1CCOC1 (THF), C1CCOC1 (THF). Conditions: temperature 55 celsius, time 5 minute. The product is C(C)OC(CC1C2=C(B(O1)O)C=C(C=C2C)OC2=CC=CC=C2)=O ((1-hydroxy-4-methyl-6-phenoxy-1,3-dihydro-benzo[c][1,2]oxaborol-3-yl)-acetic acid ethyl ester). Isolated yield 45.6%. As a reaction SMILES: Cl[Si](C)(C)C.Br[CH2:7][C:8]([O:10][CH2:11][CH3:12])=[O:9].[CH3:13][C:14]1[CH:21]=[C:20]([O:22][C:23]2[CH:28]=[CH:27][CH:26]=[CH:25][CH:24]=2)[CH:19]=[C:18]([B:29]2[O:33][C:32](C)(C)C(C)(C)[O:30]2)[C:15]=1C=O>C1COCC1.[Zn]>[CH2:11]([O:10][C:8](=[O:9])[CH2:7][CH:32]1[O:33][B:29]([OH:30])[C:18]2[CH:19]=[C:20]([O:22][C:23]3[CH:24]=[CH:25][CH:26]=[CH:27][CH:28]=3)[CH:21]=[C:14]([CH3:13])[C:15]1=2)[CH3:12]. Reported procedure: A suspension of zinc dust (1.26 g, 19.30 mmol) in THF (8 mL) was treated with chlorotrimethylsilane (0.30 mL, 2.40 mmol) at 40° C. The mixture was heated at 55° C. for 15 minutes, the cooled to 37° C. Ethyl bromoacetate (1.68 mL, 17.70 mmol) was added dropwise (refluxed gently upon addition), then stirred for 5 min. The suspension was allowed to settle at room temperature. The Reformasky reagent (approximately 1.7 M stock solution, 1.5 mL, 2.55 mmol) was transferred via syringe to a dry flask, t... The reactants are O=C([O-])[O-], Oc1ccc(-c2c3cccc(C(F)(F)F)c3nn2Cc2ccccc2)cc1, COC(=O)c1ccc(Br)cc1, Cl, [Cs+], [Cs+], [Cu]I, c1ccncc1. The product is COC(=O)c1ccc(Oc2ccc(-c3c4cccc(C(F)(F)F)c4nn3Cc3ccccc3)cc2)cc1. Reaction SMILES: [C:28](=[O:29])([O-:30])[O-:31].[CH2:1]([c:2]1[cH:3][cH:4][cH:5][cH:6][cH:7]1)[n:8]1[n:9][c:10]2[c:11]([C:24]([F:25])([F:26])[F:27])[cH:12][cH:13][cH:14][c:15]2[c:16]1-[c:17]1[cH:18][cH:19][c:20]([OH:23])[cH:21][cH:22]1.[CH3:34][O:35][C:36]([c:37]1[cH:38][cH:39][c:40]([Br:43])[cH:41][cH:42]1)=[O:44].[ClH:51].[Cs+:32].[Cs+:33].[Cu:52][I:53].[cH:45]1[cH:46][cH:47][n:48][cH:49][cH:50]1>>[CH2:1]([c:2]1[cH:3][cH:4][cH:5][cH:6][cH:7]1)[n:8]1[n:9][c:10]2[c:11]([C:24]([F:25])([F:26])[F:27])[cH:12][cH:13][cH:14][c:15]2[c:16]1-[c:17]1[cH:18][cH:19][c:20]([O:23][c:40]2[cH:39][cH:38][c:37]([C:36]([O:35][CH3:34])=[O:44])[cH:42][cH:41]2)[cH:21][cH:22]1. The reactants are FC=1C=C(C=C(C1)F)CC(=O)O (3,5-difluorophenylacetic acid), N[C@@H](C)C(=O)C1(C(N(C2=C(C(=N1)C1=C(C=CC=C1)Cl)C=C(C=C2)Cl)C)=O)N (3-(L-alaninyl)-amino-7-chloro-2,3-dihydro-1-methyl-5-(2-chlorophenyl)-1H-1,4-benzodiazepin-2-one). The product is FC=1C=C(C=C(C1)F)CC(=O)N[C@@H](C)C(=O)C1(C(N(C2=C(C=N1)C=C(C=C2)Cl)C)=O)N (3-[N′-(3,5-Difluorophenylacetyl)-L-alaninyl]-amino-7-chloro-2,3-dihydro-1-methyl-1H-1,4-benzodiazepin-2-one). As a reaction SMILES: [F:1][C:2]1[CH:3]=[C:4]([CH2:9][C:10]([OH:12])=O)[CH:5]=[C:6]([F:8])[CH:7]=1.[NH2:13][C@H:14]([C:16]([C:18]1([NH2:39])[N:24]=[C:23](C2C=CC=CC=2Cl)[C:22]2[CH:32]=[C:33]([Cl:36])[CH:34]=[CH:35][C:21]=2[N:20]([CH3:37])[C:19]1=[O:38])=[O:17])[CH3:15]>>[F:8][C:6]1[CH:5]=[C:4]([CH2:9][C:10]([NH:13][C@H:14]([C:16]([C:18]2([NH2:39])[N:24]=[CH:23][C:22]3[CH:32]=[C:33]([Cl:36])[CH:34]=[CH:35][C:21]=3[N:20]([CH3:37])[C:19]2=[O:38])=[O:17])[CH3:15])=[O:12])[CH:3]=[C:2]([F:1])[CH:7]=1. Reported procedure: Following General Procedure D above using 3,5-difluorophenylacetic acid (Oakwood Products, Inc.) and 3-(L-alaninyl)-amino-7-chloro-2,3-dihydro-1-methyl-5-(2-chlorophenyl)-1H-1,4-benzodiazepin-2-one (Example 8-F), the title compound was prepared as a white solid.